This data is from the Open Reaction Database (ORD), a public repository of structured organic reaction records. The task is: describe an organic reaction: reactants, conditions, products, and yield Reported procedure: Prepared according to the general procedure Cer-1 using methyl magnesium bromide and ketone from step 1 as starting material. Flash chromatography (Hex:EtOAc; 90:10) afforded the title compound. The solvent is CCOC(=O)C (EtOAc). RXN SMILES: [CH3:1][Mg]Br.[Br:4][C:5]1[CH:10]=[CH:9][CH:8]=[CH:7][C:6]=1[C:11]1[CH:16]=[CH:15][C:14]([C:17](=[O:19])[CH3:18])=[CH:13][CH:12]=1>CCOC(C)=O>[Br:4][C:5]1[CH:10]=[CH:9][CH:8]=[CH:7][C:6]=1[C:11]1[CH:16]=[CH:15][C:14]([C:17]([OH:19])([CH3:1])[CH3:18])=[CH:13][CH:12]=1. Starting materials: C[Mg]Br (methyl magnesium bromide), BrC1=C(C=CC=C1)C1=CC=C(C=C1)C(C)=O (1-(2′-bromo-1,1′-biphenyl-4-yl)ethanone). The product is BrC1=C(C=CC=C1)C1=CC=C(C=C1)C(C)(C)O (2-(2′-bromo-1,1′-biphenyl-4-yl)propan-2-ol). Starting materials: CC(C)(C)OC(=O)N1CCn2c(Br)nnc2C1, CN(C)C=O, [H-], [Na+], c1cn[nH]c1. The product is CC(C)(C)OC(=O)N1CCn2c(nnc2-n2cccn2)C1. RXN SMILES: [Br:8][c:9]1[n:10][n:11][c:12]2[n:13]1[CH2:14][CH2:15][N:16]([C:18](=[O:19])[O:20][C:21]([CH3:22])([CH3:23])[CH3:24])[CH2:17]2.[CH3:25][N:26]([CH3:27])[CH:28]=[O:29].[H-:6].[Na+:7].[nH:1]1[n:2][cH:3][cH:4][cH:5]1>>[n:1]1(-[c:9]2[n:10][n:11][c:12]3[n:13]2[CH2:14][CH2:15][N:16]([C:18](=[O:19])[O:20][C:21]([CH3:22])([CH3:23])[CH3:24])[CH2:17]3)[n:2][cH:3][cH:4][cH:5]1. Reactants: N1=C(C=CC=C1)CCNC(=O)C=1C=NC=2C=C3C(=CC2C1Cl)OCO3 (8-chloro-[1,3]dioxolo [4,5-g]quinoline-7-carboxylic acid (2-pyridin-2yl-ethyl)-amide), S.[Na] (sodium hydrogensulfide). Run in C(C)O (ethanol). The product is N1=C(C=CC=C1)CCNC(=O)C=1C=NC=2C=C3C(=CC2C1S)OCO3 (8-Mercapto-[1,3]dioxolo[4,5 g]quinoline-7-carboxylic acid (2-pyridin-2-yl-ethyl)-amide). Isolated yield 77.0%. Reaction SMILES: [N:1]1[CH:6]=[CH:5][CH:4]=[CH:3][C:2]=1[CH2:7][CH2:8][NH:9][C:10]([C:12]1[CH:13]=[N:14][C:15]2[CH:16]=[C:17]3[O:25][CH2:24][O:23][C:18]3=[CH:19][C:20]=2[C:21]=1Cl)=[O:11].[SH2:26].[Na]>C(O)C>[N:1]1[CH:6]=[CH:5][CH:4]=[CH:3][C:2]=1[CH2:7][CH2:8][NH:9][C:10]([C:12]1[CH:13]=[N:14][C:15]2[CH:16]=[C:17]3[O:25][CH2:24][O:23][C:18]3=[CH:19][C:20]=2[C:21]=1[SH:26])=[O:11] |f:1.2,^1:26|. Procedure details: To 10.4 g (0.025 mol) of 8-chloro-[1,3]dioxolo [4,5-g]quinoline-7-carboxylic acid (2-pyridin-2yl-ethyl)-amide in 100 mL of ethanol was added 7.2 g (0.1 mol) of sodium hydrogensulfide and the mixture was heated at reflux for 3 hours. The mixture was cooled and the solids filtered, washed with ethanol, and then with water. The filtrate was concentrated and the solids were suspended in water, collected by filtration, and recrystallized from ethanol to give 6.8 g of the title compound, mp 258°-260° ... The reactants are CC(C)C(C(=O)OC(=O)C(c1ccc(F)cc1)C(C)C)c1ccc(F)cc1, O, C#CC(O)C(C)=CCc1ccccc1, c1ccncc1. Yields the product C#CC(OC(=O)C(c1ccc(F)cc1)C(C)C)C(C)=CCc1ccccc1. As a reaction SMILES: [CH:1]([CH:2]([c:3]1[cH:4][cH:5][c:6]([F:20])[cH:21][cH:22]1)[C:23]([O:7][C:8]([CH:9]([CH:10]([CH3:11])[CH3:12])[c:13]1[cH:14][cH:15][c:16]([F:19])[cH:17][cH:18]1)=[O:24])=[O:25])([CH3:26])[CH3:27].[OH2:42].[c:28]1([CH2:34][CH:35]=[C:36]([CH:37]([C:38]#[CH:39])[OH:40])[CH3:41])[cH:29][cH:30][cH:31][cH:32][cH:33]1.[cH:43]1[cH:44][cH:45][n:46][cH:47][cH:48]1>>[O:7]=[C:8]([CH:9]([CH:10]([CH3:11])[CH3:12])[c:13]1[cH:14][cH:15][c:16]([F:19])[cH:17][cH:18]1)[O:40][CH:37]([C:36](=[CH:35][CH2:34][c:28]1[cH:29][cH:30][cH:31][cH:32][cH:33]1)[CH3:41])[C:38]#[CH:39]. The reactants are CN[C@@H]1CNCC1 ((S)—N-Methylpyrrolidin-3-amine), ClC1=NC=C(C=N1)[N+](=O)[O-] (2-chloro-5-nitropyrimidine), amine. Run at temperature 110 celsius. Product: CN[C@@H]1CN(CC1)C1=NC=C(C=N1)[N+](=O)[O-] ((S)—N-Methyl-1-(5-nitropyrimidin-2-yl)pyrrolidin-3-amine). RXN SMILES: [CH3:1][NH:2][C@H:3]1[CH2:7][CH2:6][NH:5][CH2:4]1.Cl[C:9]1[N:14]=[CH:13][C:12]([N+:15]([O-:17])=[O:16])=[CH:11][N:10]=1>>[CH3:1][NH:2][C@H:3]1[CH2:7][CH2:6][N:5]([C:9]2[N:14]=[CH:13][C:12]([N+:15]([O-:17])=[O:16])=[CH:11][N:10]=2)[CH2:4]1. Procedure: (S)—N-Methylpyrrolidin-3-amine (286 mg, 2.86 mmol) was added to 2-chloro-5-nitropyrimidine (415 mg, 2.60 mmol) slowly (CAUTION: extreme exotherm!!!). The resulting mixture was heated at 110° C. for 10 min. After cooling down to room temperature, another portion of amine (0.100 g) was added to the reaction mixture. The resulting mixture was heated at 110° C. for 10 min. After cooling down to room temperature, the obtained black solid product (Example 47A) was used for next step without further pu... The product is OC(CCc1ccccc1)c1ccccc1. RXN SMILES: [BH4-:17].[CH3:19][CH2:20][OH:21].[Na+:18].[c:1]1([CH2:7][CH2:8][C:9](=[O:10])[c:11]2[cH:12][cH:13][cH:14][cH:15][cH:16]2)[cH:2][cH:3][cH:4][cH:5][cH:6]1>>[c:1]1([CH2:7][CH2:8][CH:9]([OH:10])[c:11]2[cH:12][cH:13][cH:14][cH:15][cH:16]2)[cH:2][cH:3][cH:4][cH:5][cH:6]1. The reactants are [BH4-], CCO, [Na+], O=C(CCc1ccccc1)c1ccccc1. The reactants are 60.5, ClCCCN1C(N(C2=C1C=CC=C2)C(=C)C)=O (1-(3-chloropropyl)-1,3-dihydro-3-(1-methylethenyl)-2H-benzimidazol-2-one), C1(=CC=CC=C1)CN1CCNCC1 (1-(phenylmethyl)piperazine), C([O-])([O-])=O.[Na+].[Na+] (sodium carbonate), [I-].[K+] (potassium iodide). Solvent: CC(CC(C)=O)C (4-methyl-2-pentanone), O (water), O (water). Product: CC(=C)N1C(N(C2=C1C=CC=C2)CCCN2CCN(CC2)CC2=CC=CC=C2)=O (1,3-dihydro-1-(1-methylethenyl)-3-{3-[4-(phenylmethyl)-1-piperazinyl]propyl}-2H-benzimidazol-2-one). Reaction SMILES: Cl[CH2:2][CH2:3][CH2:4][N:5]1[C:9]2[CH:10]=[CH:11][CH:12]=[CH:13][C:8]=2[N:7]([C:14]([CH3:16])=[CH2:15])[C:6]1=[O:17].[C:18]1([CH2:24][N:25]2[CH2:30][CH2:29][NH:28][CH2:27][CH2:26]2)[CH:23]=[CH:22][CH:21]=[CH:20][CH:19]=1.C(=O)([O-])[O-].[Na+].[Na+].[I-].[K+]>O.CC(C)CC(=O)C>[CH3:16][C:14]([N:7]1[C:8]2[CH:13]=[CH:12][CH:11]=[CH:10][C:9]=2[N:5]([CH2:4][CH2:3][CH2:2][N:28]2[CH2:29][CH2:30][N:25]([CH2:24][C:18]3[CH:19]=[CH:20][CH:21]=[CH:22][CH:23]=3)[CH2:26][CH2:27]2)[C:6]1=[O:17])=[CH2:15] |f:2.3.4,5.6|. Reported procedure: A mixture of 60.5 parts of 1-(3-chloropropyl)-1,3-dihydro-3-(1-methylethenyl)-2H-benzimidazol-2-one, 31.68 parts of 1-(phenylmethyl)piperazine, 21.2 parts of sodium carbonate, 0.1 parts of potassium iodide and 400 parts of 4-methyl-2-pentanone is stirred and refluxed for 20 hours with water-separator. The reaction mixture is cooled, water is added and the layers are separated. The organic phase is dried, filtered and evaporated, yielding 1,3-dihydro-1-(1-methylethenyl)-3-{3-[4-(phenylmethyl)-1-p...